From a dataset of the Open Reaction Database (ORD), a public repository of structured organic reaction records. describe an organic reaction: reactants, conditions, products, and yield Reactants: [BH3-]C#N, O=C([O-])C(=O)[O-], CC(N)C(=O)N1CCCC1C(=O)OC(C)(C)C, CCOC(=O)C(=O)CCCCC1CCN(C(=O)OCc2ccccc2)CC1, CC(=O)[O-], CCO, CC(=O)O, [Na+], [Na+]. Product: CCOC(=O)C(CCCCC1CCN(C(=O)OCc2ccccc2)CC1)NC(C)C(=O)N1CCCC1C(=O)OC(C)(C)C. Reaction SMILES: [C:1]([BH3-:2])#[N:3].[C:22]([O-:23])(=[O:24])[C:25]([O-:26])=[O:27].[C:5]([CH3:6])([CH3:7])([CH3:8])[O:9][C:10]([CH:11]1[N:12]([C:16]([CH:17]([NH2:18])[CH3:19])=[O:20])[CH2:13][CH2:14][CH2:15]1)=[O:21].[CH2:33]([c:34]1[cH:35][cH:36][cH:37][cH:38][cH:39]1)[O:40][C:41](=[O:42])[N:43]1[CH2:44][CH2:45][CH:46]([CH2:49][CH2:50][CH2:51][CH2:52][C:53]([C:54](=[O:55])[O:56][CH2:57][CH3:58])=[O:59])[CH2:47][CH2:48]1.[CH3:29][C:30](=[O:31])[O-:32].[CH3:60][CH2:61][OH:62].[CH3:63][C:64](=[O:65])[OH:66].[Na+:28].[Na+:4]>>[C:5]([CH3:6])([CH3:7])([CH3:8])[O:9][C:10]([CH:11]1[N:12]([C:16]([CH:17]([NH:18][CH:53]([CH2:52][CH2:51][CH2:50][CH2:49][CH:46]2[CH2:45][CH2:44][N:43]([C:41]([O:40][CH2:33][c:34]3[cH:35][cH:36][cH:37][cH:38][cH:39]3)=[O:42])[CH2:48][CH2:47]2)[C:54](=[O:55])[O:56][CH2:57][CH3:58])[CH3:19])=[O:20])[CH2:13][CH2:14][CH2:15]1)=[O:21].